From a dataset of the Open Reaction Database (ORD), a public repository of structured organic reaction records. describe an organic reaction: reactants, conditions, products, and yield Reactants: ClCCCS(=O)(=O)N (3-chloropropane-1-sulfonamide), CCN=C=NCCCN(C)C.Cl (EDAC.HCl), C(C)(C)(C)OC(=O)NCCN([C@H]1COC2=C(C=3N(C1)C=1C=C(C=CC1C3C3CCCCC3)C(=O)O)C=CC=C2)C ((7R)-7-[{2-[(tert-butoxycarbonyl)amino]ethyl}(methyl)amino]-14-cyclohexyl-7,8-dihydro-6H-indolo[1,2-e][1,5]benzoxazocine-11-carboxylic acid). Reagents/catalysts: CN(C)C=1C=CN=CC1 (DMAP). The solvent is C(Cl)Cl (DCM). Conditions: temperature 40 celsius, time 2 hour. Yields the product ClCCCS(=O)(=O)NC(=O)C=1C=CC=2C(=C3N(C[C@H](COC4=C3C=CC=C4)N(CCNC(OC(C)(C)C)=O)C)C2C1)C1CCCCC1 (tert-butyl {2-[[(7R)-11-({[(3-chloropropyl)sulfonyl]amino}carbonyl)-14-cyclohexyl-7,8-dihydro-6H-indolo[1,2-e][1,5]benzoxazocin-7-yl](methyl)amino]ethyl}carbamate). RXN SMILES: [Cl:1][CH2:2][CH2:3][CH2:4][S:5]([NH2:8])(=[O:7])=[O:6].CCN=C=NCCCN(C)C.Cl.[C:21]([O:25][C:26]([NH:28][CH2:29][CH2:30][N:31]([CH3:60])[C@@H:32]1[CH2:39][N:38]2[C:40]3[CH:41]=[C:42]([C:53](O)=[O:54])[CH:43]=[CH:44][C:45]=3[C:46]([CH:47]3[CH2:52][CH2:51][CH2:50][CH2:49][CH2:48]3)=[C:37]2[C:36]2[CH:56]=[CH:57][CH:58]=[CH:59][C:35]=2[O:34][CH2:33]1)=[O:27])([CH3:24])([CH3:23])[CH3:22]>CN(C1C=CN=CC=1)C.C(Cl)Cl>[Cl:1][CH2:2][CH2:3][CH2:4][S:5]([NH:8][C:53]([C:42]1[CH:43]=[CH:44][C:45]2[C:46]([CH:47]3[CH2:48][CH2:49][CH2:50][CH2:51][CH2:52]3)=[C:37]3[C:36]4[CH:56]=[CH:57][CH:58]=[CH:59][C:35]=4[O:34][CH2:33][C@H:32]([N:31]([CH3:60])[CH2:30][CH2:29][NH:28][C:26](=[O:27])[O:25][C:21]([CH3:23])([CH3:22])[CH3:24])[CH2:39][N:38]3[C:40]=2[CH:41]=1)=[O:54])(=[O:7])=[O:6] |f:1.2|. Procedure: 3-chloropropane-1-sulfonamide (1.8 eq), DMAP (2.9 eq) and EDAC.HCl (1.8 eq) were added to a solution of (7R)-7-[{2-[(tert-butoxycarbonyl)amino]ethyl}(methyl)amino]-14-cyclohexyl-7,8-dihydro-6H-indolo[1,2-e][1,5]benzoxazocine-11-carboxylic acid (prepared as described in Example 1, Step 7) (0.025 M) in DCM. The reaction was stirred under N2 at 40° C. for 2 h, before being allowed to cool. Volatiles were removed in vacuo to leave the crude product as a yellow gum which could be taken on without fur... Starting materials: C(C)(C)(C)OC(=O)N1C(OC[C@H]1CN1N=C(C=C1)[N+](=O)[O-])(C)C ((R)-2,2-dimethyl-4-(3-nitro-pyrazol-1-ylmethyl)-oxazolidine-3-carboxylic acid t-butyl ester), [H][H] (hydrogen). The reagents and catalysts are [Pd] (palladium on carbon). Run in C(C)O (ethanol). The product is C(C)(C)(C)OC(=O)N1C(OC[C@H]1CN1N=C(C=C1)N)(C)C ((R)-4-(3-amino-pyrazol-1-ylmethyl)-2,2-dimethyl-oxazolidine-3-carboxylic acid t-butyl ester). Yield: 97.3%. As a reaction SMILES: [C:1]([O:5][C:6]([N:8]1[C@H:12]([CH2:13][N:14]2[CH:18]=[CH:17][C:16]([N+:19]([O-])=O)=[N:15]2)[CH2:11][O:10][C:9]1([CH3:23])[CH3:22])=[O:7])([CH3:4])([CH3:3])[CH3:2].[H][H]>[Pd].C(O)C>[C:1]([O:5][C:6]([N:8]1[C@H:12]([CH2:13][N:14]2[CH:18]=[CH:17][C:16]([NH2:19])=[N:15]2)[CH2:11][O:10][C:9]1([CH3:23])[CH3:22])=[O:7])([CH3:4])([CH3:2])[CH3:3]. Procedure details: In a Parr shaker bottle was placed (R)-2,2-dimethyl-4-(3-nitro-pyrazol-1-ylmethyl)-oxazolidine-3-carboxylic acid t-butyl ester (1.21 g, 3.71 mmol), 10% palladium on carbon (500 mg) and ethanol (25 mL). The bottle was then placed on the Parr shaker at 50 psi of hydrogen pressure for 5 h. The reaction was then filtered through a pad of celite and washed with ethanol and concentrated in vacuo to afford (R)-4-(3-amino-pyrazol-1-ylmethyl)-2,2-dimethyl-oxazolidine-3-carboxylic acid t-butyl ester (1.07... Starting materials: C1(CCCCCC1)C(C(C(=O)OCC)C1=C(C=C(C=C1F)F)F)=O (ethyl 3-cycloheptyl-3-oxo-2-(2,4,6-trifluorophenyl)propanoate), NC=1NC=CN1 (2-aminoimidazole), C(CCC)N(CCCC)CCCC (tributylamine). Solvent: C(C)(=O)OCC (ethyl acetate). Run at temperature 160 celsius, time 1.5 hour. Product: C1(CCCCCC1)C1=C(C(=NC=2N1C=CN2)O)C2=C(C=C(C=C2F)F)F (5-cycloheptyl-6-(2,4,6-trifluorophenyl)imidazo[1,2-a]pyrimidin-7-ol). The yield is 81.4%. RXN SMILES: [CH:1]1([C:8](=O)[CH:9]([C:15]2[C:20]([F:21])=[CH:19][C:18]([F:22])=[CH:17][C:16]=2[F:23])[C:10]([O:12]CC)=O)[CH2:7][CH2:6][CH2:5][CH2:4][CH2:3][CH2:2]1.[NH2:25][C:26]1[NH:27][CH:28]=[CH:29][N:30]=1.C(N(CCCC)CCCC)CCC>C(OCC)(=O)C>[CH:1]1([C:8]2[N:27]3[CH:28]=[CH:29][N:30]=[C:26]3[N:25]=[C:10]([OH:12])[C:9]=2[C:15]2[C:16]([F:23])=[CH:17][C:18]([F:22])=[CH:19][C:20]=2[F:21])[CH2:2][CH2:3][CH2:4][CH2:5][CH2:6][CH2:7]1. Procedure details: A mixture of ethyl 3-cycloheptyl-3-oxo-2-(2,4,6-trifluorophenyl)propanoate (342 mg, 1.0 mmol), 2-aminoimidazole (Helv. Acta. Chim. 76, 2066 (1993))(83 mg, 1.0 mmol), and 0.5 mL of tributylamine is stirred under nitrogen atmosphere at 160° C. for 1.5 h and cooled to room temperature. The mixture is dissolved in ethyl acetate and the organic layer is washed with 1.0 N hydrochloric acide (×2) and saturated sodium chloride, dried over magnesium sulfate, and concentrated to give crude 5-cycloheptyl-6... The solvent is N1=CC=CC=C1 (pyridine). The yield is 109.3%. As a reaction SMILES: [C:1]([O:5][C:6](=[O:17])[NH:7][CH2:8][CH2:9][C:10]1[CH:15]=[CH:14][C:13]([NH2:16])=[CH:12][CH:11]=1)([CH3:4])([CH3:3])[CH3:2].[CH:18]([C:21]1[CH:26]=[CH:25][C:24]([S:27](Cl)(=[O:29])=[O:28])=[CH:23][CH:22]=1)([CH3:20])[CH3:19]>N1C=CC=CC=1>[C:1]([O:5][C:6](=[O:17])[NH:7][CH2:8][CH2:9][C:10]1[CH:15]=[CH:14][C:13]([NH:16][S:27]([C:24]2[CH:25]=[CH:26][C:21]([CH:18]([CH3:20])[CH3:19])=[CH:22][CH:23]=2)(=[O:29])=[O:28])=[CH:12][CH:11]=1)([CH3:4])([CH3:2])[CH3:3]. The reactants are C(C)(C)(C)OC(NCCC1=CC=C(C=C1)N)=O ([2-(4-amino-phenyl)-ethyl]-carbamicacid tert-butyl ester), C(C)(C)C1=CC=C(C=C1)S(=O)(=O)Cl (4-isopropyl-benzenesulfonyl chloride). The product is C(C)(C)(C)OC(NCCC1=CC=C(C=C1)NS(=O)(=O)C1=CC=C(C=C1)C(C)C)=O ({2-[4-(4-Isopropyl-benzenesulfonylamino)-phenyl]-ethyl}-carbamic acid tert-butyl ester). Reaction conditions: temperature 0 celsius, time 16 hour. Procedure: To a solution of [2-(4-amino-phenyl)-ethyl]-carbamicacid tert-butyl ester (10.75 g, 45.49 mmol) in pyridine (125 ml) at 0° C. 4-isopropyl-benzenesulfonyl chloride (10.45 g, 47.76 mmol) was added. The mixture was stirred at 0° C. for 1 h and 16 h at room temperature. After concentration in vacuo the residue was partitioned between dichloromethane and saturated aqueous NaHCO3. The organic layer was washed with water, dried over MgSO4, filtered and the solvent evaporated under reduced pressure to g... The reactants are C#CCCC(=O)O, CN1CCNCC1, CN(C)C=O, On1nnc2ccccc21. Yields the product C#CCCC(=O)N1CCN(C)CC1. RXN SMILES: [C:1]([CH2:2][CH2:3][C:4]#[CH:5])(=[O:6])[OH:7].[CH3:8][N:9]1[CH2:10][CH2:11][NH:12][CH2:13][CH2:14]1.[O:25]=[CH:26][N:27]([CH3:28])[CH3:29].[OH:15][n:16]1[c:17]2[c:18]([cH:19][cH:20][cH:21][cH:22]2)[n:23][n:24]1>>[C:1]([CH2:2][CH2:3][C:4]#[CH:5])(=[O:7])[N:12]1[CH2:11][CH2:10][N:9]([CH3:8])[CH2:14][CH2:13]1. Starting materials: [H-].[Na+] (Sodium hydride), C(C1=CC=CC=C1)NC1=NC=C(C=N1)Br (benzyl-(5-bromo-pyrimidin-2-yl)-amine), CS(=O)(=O)Cl (methanesulphonyl chloride). The solvent is CN(C)C=O (DMF). Run at time 2 hour. The product is BrC=1C=NC(=NC1)N(S(=O)(=O)C)CC1=CC=CC=C1 (N-(5-Bromo-2-pyrimidinyl)-N-(phenylmethyl)-methanesulfonamide). As a reaction SMILES: [H-].[Na+].[CH2:3]([NH:10][C:11]1[N:16]=[CH:15][C:14]([Br:17])=[CH:13][N:12]=1)[C:4]1[CH:9]=[CH:8][CH:7]=[CH:6][CH:5]=1.[CH3:18][S:19](Cl)(=[O:21])=[O:20]>CN(C=O)C>[Br:17][C:14]1[CH:15]=[N:16][C:11]([N:10]([CH2:3][C:4]2[CH:5]=[CH:6][CH:7]=[CH:8][CH:9]=2)[S:19]([CH3:18])(=[O:21])=[O:20])=[N:12][CH:13]=1 |f:0.1|. Procedure details: Sodium hydride (0.1 g, 60% disp. in oil) was added to a stirred solution of benzyl-(5-bromo-pyrimidin-2-yl)-amine (0.55 g) in DMF (8 ml) at 0° C. After 30 min methanesulphonyl chloride (0.286 g) was added and the mixture stirred at RT for 2 h then partitioned between ethyl acetate and water. The organics were separated washed with water, dried and evaporated under reduced pressure. The residue was purified by chromatography on silica eluting with dichloromethane. Yield 0.41 g